From a dataset of the Open Reaction Database (ORD), a public repository of structured organic reaction records. describe an organic reaction: reactants, conditions, products, and yield Starting materials: C#CCN, Cc1ccnc(-c2cc(C(=O)O)ccn2)c1, CCN(C(C)C)C(C)C, C(=NC1CCCCC1)=NC1CCCCC1, Cl, CN(C)C=O, On1nnc2ccccc21. Yields the product C#CCNC(=O)c1ccnc(-c2cc(C)ccn2)c1. RXN SMILES: [CH2:18]([C:19]#[CH:20])[NH2:21].[CH3:1][c:2]1[cH:3][c:4](-[c:8]2[n:9][cH:10][cH:11][c:12]([C:14](=[O:15])[OH:16])[cH:13]2)[n:5][cH:6][cH:7]1.[CH:32]([N:33]([CH2:34][CH3:35])[CH:36]([CH3:37])[CH3:38])([CH3:39])[CH3:40].[CH:41]1([N:42]=[C:43]=[N:44][CH:45]2[CH2:46][CH2:47][CH2:48][CH2:49][CH2:50]2)[CH2:51][CH2:52][CH2:53][CH2:54][CH2:55]1.[ClH:17].[O:56]=[CH:57][N:58]([CH3:59])[CH3:60].[OH:22][n:23]1[c:24]2[c:25]([cH:26][cH:27][cH:28][cH:29]2)[n:30][n:31]1>>[CH3:1][c:2]1[cH:3][c:4](-[c:8]2[n:9][cH:10][cH:11][c:12]([C:14](=[O:16])[NH:21][CH2:18][C:19]#[CH:20])[cH:13]2)[n:5][cH:6][cH:7]1. The product is OC1=C(C=C2C(C(NC2=C1)=O)=NNC1=CC=C(C=C1)CS(NC)(=O)=O)NC(C)=O (N-{6-Hydroxy-3-[(4-methylsulfamoylmethyl-phenyl)-hydrazono]-2-oxo-2,3-dihydro-1H-indol-5-yl}-acetamide). RXN SMILES: [OH:1][C:2]1[CH:10]=[C:9]2[C:5]([C:6](=O)[C:7](=[O:11])[NH:8]2)=[C:4](NC(=O)C)[CH:3]=1.Cl.[NH:18]([C:20]1[CH:31]=[CH:30][C:23]([CH2:24][S:25]([NH:28][CH3:29])(=[O:27])=[O:26])=[CH:22][CH:21]=1)[NH2:19]>>[OH:1][C:2]1[CH:10]=[C:9]2[C:5]([C:6](=[N:19][NH:18][C:20]3[CH:31]=[CH:30][C:23]([CH2:24][S:25](=[O:27])(=[O:26])[NH:28][CH3:29])=[CH:22][CH:21]=3)[C:7](=[O:11])[NH:8]2)=[CH:4][C:3]=1[NH:8][C:7](=[O:11])[CH3:6] |f:1.2|. The reactants are OC1=CC(=C2C(C(NC2=C1)=O)=O)NC(C)=O (N-(6-hydroxy-2,3-dioxo-2,3-dihydro-1H-indol-4-yl)acetamide), Cl.N(N)C1=CC=C(CS(=O)(=O)NC)C=C1 (4-hydrazino-N-methyl-benzylsulfonamide hydrochloride). Yield: 4.0%. Procedure details: Condensation of N-(6-hydroxy-2,3-dioxo-2,3-dihydro-1H-indol-4-yl)acetamide and 4-hydrazino-N-methyl-benzylsulfonamide hydrochloride according to Procedure G gave the title compound in 4% yield: 1H NMR (DMSO-d6): δ2.04 (s, 3H), 2.51 (d, J=4.8 Hz, 3H), 4.24 (s, 2H), 6.45 (s,1H), 6.84 (t, J=4.8 Hz, 1H), 7.30 (s, 4H), 7.82 (s, 1H), 9.12 (s, 1H), 10.20 (s, 1H), 10.77 (s, 1H), 12.50 (s, 1H); APCI−MS m/z416 (M−H)−. Reactants: C1(=CC=C(C=C1)S(=O)(=O)OCCC(C)C)C (isoamyl p-toluenesulfonate), cuprous iodide, O1CCCC1 (tetrahydrofuran), [Mg] (magnesium), ClCC\C=C/CCCCCCCCCC (1-chloro-cis-3-tetradecene), [Cl-].[NH4+] (ammonium chloride), Grignard reagent. Run at temperature -20 celsius, time 2 hour. Yields the product Grignard reagent, CC(C)CCCC\C=C/CCCCCCCCCC (2-methyl-cis-7-octadecene). The yield is 30.2%. Reaction SMILES: [Mg].Cl[CH2:3][CH2:4]/[CH:5]=[CH:6]\[CH2:7][CH2:8][CH2:9][CH2:10][CH2:11][CH2:12][CH2:13][CH2:14][CH2:15][CH3:16].[C:17]1(C)[CH:22]=CC(S(OCCC(C)C)(=O)=O)=[CH:19][CH:18]=1.[Cl-].[NH4+].O1CCC[CH2:36]1>>[CH3:16][CH:15]([CH2:14][CH2:13][CH2:12][CH2:11]/[CH:10]=[CH:9]\[CH2:8][CH2:7][CH2:6][CH2:5][CH2:4][CH2:3][CH2:22][CH2:17][CH2:18][CH3:19])[CH3:36] |f:3.4|. Reported procedure: In a 1-liter reactor, a Grignard reagent was prepared from 5.0 g (0.206 mole) of magnesium and 46 g (0.2 mole) of 1-chloro-cis-3-tetradecene in exactly the same manner as in Example 4. Next, 100 g of tetrahydrofuran, 45.2 g (0.2 mole) of isoamyl p-toluenesulfonate and 0.5 g of cuprous iodide were placed in another 1-liter reactor and cooled to -20° C. Then, the above-described Grignard reagent was added dropwise thereto. After completion of the reaction, the mixture was stirred at 0° C. for 2 ho... Yields the product CS(=O)C=1C=CC=2N(C1)C=C(N2)NC(=O)OC (6-(Methylsulfinyl)imidazo[1,2-a]pyridine-2-carbamic acid, methyl ester). Solvent: CC(=O)O (HOAc). Reaction SMILES: [CH3:1][S:2][C:3]1[CH:4]=[CH:5][C:6]2[N:7]([CH:9]=[C:10]([NH:12][C:13]([O:15][CH3:16])=[O:14])[N:11]=2)[CH:8]=1.[OH:17]O>CC(O)=O>[CH3:1][S:2]([C:3]1[CH:4]=[CH:5][C:6]2[N:7]([CH:9]=[C:10]([NH:12][C:13]([O:15][CH3:16])=[O:14])[N:11]=2)[CH:8]=1)=[O:17]. Procedure: A suspension of 6-(methylthio)imidazo[1,2-a]pyridine-2-carbamic acid, methyl ester (prepared as described in Example 1) (0.447 mol) in 2700 ml of HOAc is treated dropwise with 535 ml of 30% H2O2. The suspension is stirred until a solution is obtained (~5 hours) and then poured into 8 l. of ice water. The product is collected by filtration and dried. Reactants: OO (H2O2), CSC=1C=CC=2N(C1)C=C(N2)NC(=O)OC (6-(Methylthio)imidazo[1,2-a]pyridine-2-carbamic acid, methyl ester), ice water. RXN SMILES: [Cl:1][C:2]1[CH:3]=[CH:4][C:5]([N+:11]([O-:13])=[O:12])=[C:6]([CH:10]=1)[C:7](O)=[O:8].C(Cl)(=O)C([Cl:17])=O>C(Cl)Cl.CN(C=O)C>[Cl:1][C:2]1[CH:3]=[CH:4][C:5]([N+:11]([O-:13])=[O:12])=[C:6]([CH:10]=1)[C:7]([Cl:17])=[O:8]. Product: ClC=1C=CC(=C(C(=O)Cl)C1)[N+](=O)[O-] (5-chloro-2-nitrobenzoyl chloride). The yield is 104.5%. Reagents/catalysts: CN(C)C=O (DMF). Reactants: ClC=1C=CC(=C(C(=O)O)C1)[N+](=O)[O-] (5-chloro-2-nitrobenzoic acid), C(C(=O)Cl)(=O)Cl (oxalyl chloride). Solvent: C(Cl)Cl (methylene chloride). Procedure: To a suspension of 5-chloro-2-nitrobenzoic acid (21 g, 100 mmol) in dry methylene chloride (200 mL) at 0° C. were added several drops of DMF, followed by oxalyl chloride (13 mL, 150 mmol). The reaction was warmed to ambient temperature. After 16 hours the solvents were removed and the viscous oil dried in vacuo to afford 23 g (quantitative yield) of 5-chloro-2-nitrobenzoyl chloride; NMR (CDCl3) 8.1 (d, 1), 7.7 (m, 2) ppm. Reactants: NC[C@H](CC)O ((S)-1-Aminobutan-2-ol), CC(C)([O-])C.[K+] (potassium tertiary butoxide), ClC1=NC=CC=C1 (2-chloropyridine). Yields the product N1=C(C=CC=C1)NC[C@H](CC)O ((S)-1-(2-Pyridylamino)butan-2-ol). As a reaction SMILES: [NH2:1][CH2:2][C@@H:3]([OH:6])[CH2:4][CH3:5].CC(C)([O-])C.[K+].Cl[C:14]1[CH:19]=[CH:18][CH:17]=[CH:16][N:15]=1>>[N:15]1[CH:16]=[CH:17][CH:18]=[CH:19][C:14]=1[NH:1][CH2:2][C@@H:3]([OH:6])[CH2:4][CH3:5] |f:1.2|. Reported procedure: (S)-1-Aminobutan-2-ol (35 millimoles), potassium tertiary butoxide (77 millimoles) and 2-chloropyridine (38.5 millimoles) were used in a similar manner to Example 1(a) to obtain the title compound, [α]D26 =+10°(1.12% concentration in trichloromethane). Reactants: COS(=O)(=O)OC, [Na+], [OH-], O, CCOC(=O)C(=O)c1ccc(C2CCCCC2)c(S)c1. Product: CCOC(=O)C(=O)c1ccc(C2CCCCC2)c(SC)c1. As a reaction SMILES: [CH3:23][O:24][S:25]([O:26][CH3:27])(=[O:28])=[O:29].[Na+:22].[OH-:21].[OH2:30].[SH:1][c:2]1[cH:3][c:4]([C:14]([C:15](=[O:16])[O:17][CH2:18][CH3:19])=[O:20])[cH:5][cH:6][c:7]1[CH:8]1[CH2:9][CH2:10][CH2:11][CH2:12][CH2:13]1>>[S:1]([c:2]1[cH:3][c:4]([C:14]([C:15](=[O:16])[O:17][CH2:18][CH3:19])=[O:20])[cH:5][cH:6][c:7]1[CH:8]1[CH2:9][CH2:10][CH2:11][CH2:12][CH2:13]1)[CH3:23]. The reactants are O (Water), NCC1=CC=C(C=C1)C1=CC=C(C=C1)C(=O)OC(C)(C)C (tert-butyl 4′-(aminomethyl)-1,1′-biphenyl-4-carboxylate), FC(C1=CC=C(C=O)C=C1)(F)F (4-(trifluormethyl)-benzaldehyde), C(C)(=O)O[BH-](OC(C)=O)OC(C)=O.[Na+] (sodium triacetoxyborohydride). Solvent: ClCCCl (DCE). Conditions: time 14 hour. Yields the product FC(C1=CC=C(CNCC2=CC=C(C=C2)C2=CC=C(C=C2)C(=O)OC(C)(C)C)C=C1)(F)F (tert-butyl 4′-({[4-(trifluoromethyl)benzyl]amino}methyl)-1,1′-biphenyl-4-carboxylate). Yield: 43.0%. RXN SMILES: [NH2:1][CH2:2][C:3]1[CH:8]=[CH:7][C:6]([C:9]2[CH:14]=[CH:13][C:12]([C:15]([O:17][C:18]([CH3:21])([CH3:20])[CH3:19])=[O:16])=[CH:11][CH:10]=2)=[CH:5][CH:4]=1.[F:22][C:23]([F:33])([F:32])[C:24]1[CH:31]=[CH:30][C:27]([CH:28]=O)=[CH:26][CH:25]=1.C(O[BH-](OC(=O)C)OC(=O)C)(=O)C.[Na+].O>ClCCCl>[F:22][C:23]([F:32])([F:33])[C:24]1[CH:31]=[CH:30][C:27]([CH2:28][NH:1][CH2:2][C:3]2[CH:8]=[CH:7][C:6]([C:9]3[CH:14]=[CH:13][C:12]([C:15]([O:17][C:18]([CH3:21])([CH3:20])[CH3:19])=[O:16])=[CH:11][CH:10]=3)=[CH:5][CH:4]=2)=[CH:26][CH:25]=1 |f:2.3|. Procedure details: To a solution of tert-butyl 4′-(aminomethyl)-1,1′-biphenyl-4-carboxylate (2.0 g) and 4-(trifluormethyl)-benzaldehyde (0.88 mL) in DCE (40 mL) was added at once sodium triacetoxyborohydride (1.904 g). The resulting mixture was stirred for 14 h at rt. Water (50 mL) was added and the mixture extracted with DCM (3×). The combined organic layers were washed with water (50 mL), then dried over MgSO4, evaporated off to give a yellow oil. This crude was purified by flash chromatography (c-Hex/AcOEt 4/1)... The reactants are ClB(Cl)Cl, CSC#N, CN1CCC(Nc2ccccc2)CC1, Cc1ccccc1, [Na+], [Na+], O=C([O-])[O-], O. The product is CSC(=O)c1ccccc1NC1CCN(C)CC1. RXN SMILES: [B:15]([Cl:16])([Cl:17])[Cl:18].[CH3:19][S:20][C:21]#[N:22].[CH3:1][N:2]1[CH2:3][CH2:4][CH:5]([NH:8][c:9]2[cH:10][cH:11][cH:12][cH:13][cH:14]2)[CH2:6][CH2:7]1.[CH3:29][c:30]1[cH:31][cH:32][cH:33][cH:34][cH:35]1.[Na+:23].[Na+:24].[O-:25][C:26](=[O:27])[O-:28].[OH2:36]>>[CH3:1][N:2]1[CH2:3][CH2:4][CH:5]([NH:8][c:9]2[c:10]([C:21]([S:20][CH3:19])=[O:25])[cH:11][cH:12][cH:13][cH:14]2)[CH2:6][CH2:7]1.